Dataset: the Open Reaction Database (ORD), a public repository of structured organic reaction records. Task: describe an organic reaction: reactants, conditions, products, and yield The reactants are C([O-])(O)=O.[Na+] (sodium bicarbonate), ClC1=C(C=CC(=C1)Cl)C (2,4-dichlorotoluene), ClCC1=C(C=C(C=C1)Cl)Cl (α,2,4-trichlorotoluene), ClC(C1=C(C=C(C=C1)Cl)Cl)Cl (α,α,2,4-tetrachlorotoluene), α,α,2,4-pentachlorotoluene. The solvent is O (water). Conditions: temperature 160 celsius, time 2 hour. Yields the product ClC1=C(C=CC(=C1)Cl)C (2,4-dichlorotoluene), ClC1=C(C=O)C=CC(=C1)Cl (2,4-dichlorobenzaldehyde), ClC1=C(CO)C=CC(=C1)Cl (2,4-dichlorobenzyl alcohol). The yield is 71.2%. Reaction SMILES: [Cl:1][C:2]1[CH:7]=[C:6]([Cl:8])[CH:5]=[CH:4][C:3]=1[CH3:9].Cl[CH2:11][C:12]1[CH:17]=[CH:16][C:15]([Cl:18])=[CH:14][C:13]=1[Cl:19].ClC(Cl)[C:22]1[CH:27]=[CH:26][C:25]([Cl:28])=[CH:24][C:23]=1[Cl:29].[C:31](=[O:34])(O)[O-:32].[Na+]>O>[Cl:1][C:2]1[CH:7]=[C:6]([Cl:8])[CH:5]=[CH:4][C:3]=1[CH3:9].[Cl:19][C:13]1[CH:14]=[C:15]([Cl:18])[CH:16]=[CH:17][C:12]=1[CH:11]=[O:32].[Cl:28][C:25]1[CH:24]=[C:23]([Cl:29])[CH:22]=[CH:27][C:26]=1[CH2:31][OH:34] |f:3.4|. Procedure details: To a 600 cc Hastoloy C autoclave was charged 48.52 g of a crude chlorination mixture containing 10.93% 2,4-dichlorotoluene, 70.39% α,2,4-trichlorotoluene, 18.52% α,α,2,4-tetrachlorotoluene, 0.10% α,α,2,4-pentachlorotoluene (the percentages represent gas chromatograph area percents), 39 g of sodium bicarbonate and 146 ml of water. The autoclave was flushed with nitrogen and pressure tested to 1500 psig. The autoclave was then vented to atmospheric pressure and heated. The temperature was increase... The reactants are ClC1=C(C(=O)O)C=CC=C1 (2-chlorobenzoic acid), FC1(CCC(CC1)(C=1C=NC(=NC1)C)CN)F (C-[4,4-difluoro-1-(2-methyl-pyrimidin-5-yl)-cyclohexyl]-methylamine). Yields the product ClC1=C(C(=O)NCC2(CCC(CC2)(F)F)C=2C=NC(=NC2)C)C=CC=C1 (2-Chloro-N-[[4,4-difluoro-1-(2-methylpyrimidin-5-yl)cyclohexyl]methyl]benzamide). As a reaction SMILES: [Cl:1][C:2]1[CH:10]=[CH:9][CH:8]=[CH:7][C:3]=1[C:4]([OH:6])=O.[F:11][C:12]1([F:27])[CH2:17][CH2:16][C:15]([CH2:25][NH2:26])([C:18]2[CH:19]=[N:20][C:21]([CH3:24])=[N:22][CH:23]=2)[CH2:14][CH2:13]1>>[Cl:1][C:2]1[CH:10]=[CH:9][CH:8]=[CH:7][C:3]=1[C:4]([NH:26][CH2:25][C:15]1([C:18]2[CH:23]=[N:22][C:21]([CH3:24])=[N:20][CH:19]=2)[CH2:16][CH2:17][C:12]([F:11])([F:27])[CH2:13][CH2:14]1)=[O:6]. Procedure: From 2-chlorobenzoic acid and C-[4,4-difluoro-1-(2-methyl-pyrimidin-5-yl)-cyclohexyl]-methylamine. LCMS (MH+): m/z=380.1, tR (minutes, Method F)=2.37 RXN SMILES: [Br:15][c:16]1[n:17][c:18]([Br:25])[c:19]2[n:20]([cH:21]1)[cH:22][cH:23][n:24]2.[CH3:32][CH2:33][O:34][CH2:35][CH3:36].[H-:1].[Na+:2].[O:27]=[CH:28][N:29]([CH3:30])[CH3:31].[OH2:26].[c:3]1([CH3:14])[cH:4][cH:5][c:6](-[c:9]2[n:10][cH:11][nH:12][cH:13]2)[cH:7][cH:8]1>>[c:3]1([CH3:14])[cH:4][cH:5][c:6](-[c:9]2[n:10][cH:11][n:12](-[c:18]3[n:17][c:16]([Br:15])[cH:21][n:20]4[c:19]3[n:24][cH:23][cH:22]4)[cH:13]2)[cH:7][cH:8]1. The product is Cc1ccc(-c2cn(-c3nc(Br)cn4ccnc34)cn2)cc1. The reactants are Brc1cn2ccnc2c(Br)n1, CCOCC, [H-], [Na+], CN(C)C=O, O, Cc1ccc(-c2c[nH]cn2)cc1. Reactants: CC(C(=O)OC)(CC1=CC=C(C=C1)[N+](=O)[O-])C (Methyl 2,2-dimethyl-3-(4-nitrophenyl)propanoate). Run in CO (MeOH). Conditions: time 8 hour. The product is NC1=CC=C(C=C1)CC(C(=O)OC)(C)C (Methyl 3-(4-aminophenyl)-2,2-dimethyl-propanoate). RXN SMILES: [CH3:1][C:2]([CH3:17])([CH2:7][C:8]1[CH:13]=[CH:12][C:11]([N+:14]([O-])=O)=[CH:10][CH:9]=1)[C:3]([O:5][CH3:6])=[O:4]>CO>[NH2:14][C:11]1[CH:10]=[CH:9][C:8]([CH2:7][C:2]([CH3:17])([CH3:1])[C:3]([O:5][CH3:6])=[O:4])=[CH:13][CH:12]=1. Procedure: Compound (i) (736 mg, 3.06 mmol) was dissolved in MeOH (15 mL) at RT and this solution degassed with N2. Palladium on carbon (10%) (25 mg) was suspended in water/MeOH (0.5 mL/2 mL) and added to the substrate solution. The mixture was again degassed with N2 and then vacuum/flushed with H2. The mixture was stirred under a H2 balloon overnight at RT. The mixture was filtered through celite, washed with MeOH and the filtrate evaporated to dryness to afford a clear oil which was placed under high vac...